Dataset: the Open Reaction Database (ORD), a public repository of structured organic reaction records. Task: describe an organic reaction: reactants, conditions, products, and yield Reactants: COC1=C(CN(S(=O)(=O)C2=C(C=C(C=C2F)O[C@@H]2[C@H](CCCC2)C2=CC=NN2C)F)C2=NC=NC=C2)C=CC(=C1)OC (N-(2,4-dimethoxybenzyl)-2,6-difluoro-4-{[(1S*,2R*)-2-(1-methyl-1H-pyrazol-5-yl)cyclohexyl]oxy}-N-(pyrimidin-4-yl)benzenesulfonamide), C(C)[SiH](CC)CC (triethylsilane), FC(C(=O)O)(F)F (trifluoroacetic acid). Solvent: ClCCl (dichloromethane). Product: FC1=C(C(=CC(=C1)O[C@@H]1[C@H](CCCC1)C1=CC=NN1C)F)S(=O)(=O)NC1=NC=NC=C1 (2,6-Difluoro-4-{[(1S*,2R*)-2-(1-methyl-1H-pyrazol-5-yl)cyclohexyl]oxy}-N-(pyrimidin-4-yl)benzenesulfonamide). Yield: 31.8%. Reaction SMILES: COC1C=C(OC)C=CC=1C[N:6]([C:31]1[CH:36]=[CH:35][N:34]=[CH:33][N:32]=1)[S:7]([C:10]1[C:15]([F:16])=[CH:14][C:13]([O:17][C@H:18]2[CH2:23][CH2:22][CH2:21][CH2:20][C@@H:19]2[C:24]2[N:28]([CH3:29])[N:27]=[CH:26][CH:25]=2)=[CH:12][C:11]=1[F:30])(=[O:9])=[O:8].C([SiH](CC)CC)C.FC(F)(F)C(O)=O>ClCCl>[F:30][C:11]1[CH:12]=[C:13]([O:17][C@H:18]2[CH2:23][CH2:22][CH2:21][CH2:20][C@@H:19]2[C:24]2[N:28]([CH3:29])[N:27]=[CH:26][CH:25]=2)[CH:14]=[C:15]([F:16])[C:10]=1[S:7]([NH:6][C:31]1[CH:36]=[CH:35][N:34]=[CH:33][N:32]=1)(=[O:8])=[O:9]. Procedure: The reaction and aftertreatment were conducted in the same manner as in Example 1b by using the N-(2,4-dimethoxybenzyl)-2,6-difluoro-4-{[(1S*,2R*)-2-(1-methyl-1H-pyrazol-5-yl)cyclohexyl]oxy}-N-(pyrimidin-4-yl)benzenesulfonamide (0.12 g, 0.21 mmol) prepared in Example 46a, triethylsilane (0.10 mL), trifluoroacetic acid (0.50 mL) and dichloromethane (2.0 mL), to yield the title compound (0.030 g, 30%) as a colorless solid.